This data is from the Open Reaction Database (ORD), a public repository of structured organic reaction records. The task is: describe an organic reaction: reactants, conditions, products, and yield Starting materials: C(C1=CC=CC=C1)=O (Benzaldehyde), C1=C(C=CC=2C3=CC=CC=C3NC12)OCCN (N-[2-(9H-carbazol-2-yloxy)]ethylamine), C(C1=CC=CC=C1)=O (benzaldehyde). The reagents and catalysts are [Pt]=O (platinum oxide). Solvent: CO (methanol). Run at time 1 hour. The product is C(C1=CC=CC=C1)NCCOC1=CC=2NC3=CC=CC=C3C2C=C1 (N-benzyl-N-[2-(9H-carbazol-2-yloxy)]ethylamine). RXN SMILES: [CH:1](=O)[C:2]1[CH:7]=[CH:6][CH:5]=[CH:4][CH:3]=1.[CH:9]1[C:21]2[NH:20][C:19]3[C:14](=[CH:15][CH:16]=[CH:17][CH:18]=3)[C:13]=2[CH:12]=[CH:11][C:10]=1[O:22][CH2:23][CH2:24][NH2:25]>CO.[Pt]=O>[CH2:1]([NH:25][CH2:24][CH2:23][O:22][C:10]1[CH:11]=[CH:12][C:13]2[C:14]3[C:19](=[CH:18][CH:17]=[CH:16][CH:15]=3)[NH:20][C:21]=2[CH:9]=1)[C:2]1[CH:7]=[CH:6][CH:5]=[CH:4][CH:3]=1. Procedure details: Benzaldehyde (9.38 g) was added to a solution of N-[2-(9H-carbazol-2-yloxy)]ethylamine (20 g; synthesized according to the process indicated in JP-A-9-249623) in methanol (500 mL). The mixture was then stirred at room temperature for 1 hour. Under an argon atmosphere, platinum oxide (1.00 g; mfd. by Wako Pure Chemical Industries) was added to the mixture, which was then stirred under a hydrogen atmosphere at atmospheric pressure for 3 hours. After replacing the atmosphere in the reaction system ... Starting materials: [I-].[K+] (potassium iodide), N(=O)[O-].[Na+] (Sodium nitrite), NC1=C(C(=O)O)C=CC=C1F (2-amino-3-fluorobenzoic acid). Run in O (water), O (water), CS(=O)C (DMSO), OS(=O)(=O)O (H2SO4). Reaction conditions: temperature 0 celsius, time 1 hour. The product is FC=1C(=C(C(=O)O)C=CC1)I (3-Fluoro-2-iodobenzoic acid). The yield is 87.5%. RXN SMILES: N([O-])=O.[Na+].N[C:6]1[C:14]([F:15])=[CH:13][CH:12]=[CH:11][C:7]=1[C:8]([OH:10])=[O:9].[I-:16].[K+]>O.CS(C)=O.OS(O)(=O)=O>[F:15][C:14]1[C:6]([I:16])=[C:7]([CH:11]=[CH:12][CH:13]=1)[C:8]([OH:10])=[O:9] |f:0.1,3.4|. Reported procedure: Sodium nitrite (6.7 g, 97 mmol) in water (25 mL) was added to a solution of 2-amino-3-fluorobenzoic acid (10.0 g, 64 mmol) in DMSO (25 mL) and 30% H2SO4 (75 mL) at 0° C. The mixture was stirred for 1 hour at 0° C. and then potassium iodide (27 g, 161 mmol) was added dropwise as a solution in water (25 mL). The ice bath was removed and the mixture was stirred at room temperature for 4 hours, and then partitioned between EtOAc and 2M sodium sulfite. The layers were mixed, separated, and the organi...